This data is from the Open Reaction Database (ORD), a public repository of structured organic reaction records. The task is: describe an organic reaction: reactants, conditions, products, and yield Starting materials: FC1=C(CC2=NNC=3C2=NC=CC3)C=CC=C1 (3-(2-fluorobenzyl)-1H-pyrazolo[4,3-b]pyridine), ClC1=NC(=NC(=N1)N)N (6-chloro-1,3,5-triazine-2,4-diamine), tris(di-benzylideneacetone)dipalladium, C1(CCCCC1)P(C1=C(C=CC=C1)C1=C(C=C(C=C1C(C)C)C(C)C)C(C)C)C1CCCCC1 (dicyclohexyl(2′,4′,6′-triisopropylbiphenyl-2-yl)phosphine), C([O-])([O-])=O.[Cs+].[Cs+] (cesium carbonate). The solvent is C(C)(=O)OCC (ethyl acetate), CO (methanol), C1(=CC=CC=C1)C (toluene). The product is FC1=C(CC2=NN(C=3C2=NC=CC3)C3=NC(=NC(=N3)N)N)C=CC=C1 (6-[3-(2-Fluorobenzyl)-1H-pyrazolo[4,3-b]pyridin-1-yl]-1,3,5-triazine-2,4-diamine). As a reaction SMILES: [F:1][C:2]1[CH:17]=[CH:16][CH:15]=[CH:14][C:3]=1[CH2:4][C:5]1[C:9]2=[N:10][CH:11]=[CH:12][CH:13]=[C:8]2[NH:7][N:6]=1.Cl[C:19]1[N:24]=[C:23]([NH2:25])[N:22]=[C:21]([NH2:26])[N:20]=1.C1(P(C2CCCCC2)C2C=CC=CC=2C2C(C(C)C)=CC(C(C)C)=CC=2C(C)C)CCCCC1.C(=O)([O-])[O-].[Cs+].[Cs+]>C1(C)C=CC=CC=1.C(OCC)(=O)C.CO>[F:1][C:2]1[CH:17]=[CH:16][CH:15]=[CH:14][C:3]=1[CH2:4][C:5]1[C:9]2=[N:10][CH:11]=[CH:12][CH:13]=[C:8]2[N:7]([C:19]2[N:24]=[C:23]([NH2:25])[N:22]=[C:21]([NH2:26])[N:20]=2)[N:6]=1 |f:3.4.5|. Procedure details: A solution of 100 mg (0.44 mmol) of 3-(2-fluorobenzyl)-1H-pyrazolo[4,3-b]pyridine from example 4A, 64 mg (0.44 mmol) of 6-chloro-1,3,5-triazine-2,4-diamine, 8.1 mg (0.009 mmol) of tris(di-benzylideneacetone)dipalladium, 13 mg (0.026 mmol) of dicyclohexyl(2′,4′,6′-triisopropylbiphenyl-2-yl)phosphine (XPHOS) and 201 mg (0.62 mmol) of cesium carbonate in 3 ml of degassed toluene is heated at 90° C. for 20 h. It is then diluted with ethyl acetate and methanol, filtered and concentrated in vacuo. The...